This data is from the Open Reaction Database (ORD), a public repository of structured organic reaction records. The task is: describe an organic reaction: reactants, conditions, products, and yield Reactants: BrC=1C=C(OC2=NC=C(C=C2)C(F)(F)F)C=C(C1)Br (2-(3,5-Dibromo-phenoxy)-5-trifluoromethyl-pyridine), C(C)OC(COC1=C(C=C(C=C1)S)C)=O ((4-Mercapto-2-methyl-phenoxy)-acetic acid ethyl ester). Yields the product C(C)OC(COC1=C(C=C(C=C1)SC1=CC(=CC(=C1)OC1=NC=C(C=C1)C(F)(F)F)Br)C)=O ({4-[3-Bromo-5-(5-trifluoromethyl-pyridin-2-yloxy)-phenylsulfanyl]-2-methylphenoxy}-acetic Acid Ethyl Ester). Reaction SMILES: Br[C:2]1[CH:3]=[C:4]([CH:16]=[C:17]([Br:19])[CH:18]=1)[O:5][C:6]1[CH:11]=[CH:10][C:9]([C:12]([F:15])([F:14])[F:13])=[CH:8][N:7]=1.[CH2:20]([O:22][C:23](=[O:34])[CH2:24][O:25][C:26]1[CH:31]=[CH:30][C:29]([SH:32])=[CH:28][C:27]=1[CH3:33])[CH3:21]>>[CH2:20]([O:22][C:23](=[O:34])[CH2:24][O:25][C:26]1[CH:31]=[CH:30][C:29]([S:32][C:2]2[CH:3]=[C:4]([O:5][C:6]3[CH:11]=[CH:10][C:9]([C:12]([F:15])([F:14])[F:13])=[CH:8][N:7]=3)[CH:16]=[C:17]([Br:19])[CH:18]=2)=[CH:28][C:27]=1[CH3:33])[CH3:21]. Reported procedure: 2-(3,5-Dibromo-phenoxy)-5-trifluoromethyl-pyridine (2.5 g; 6.3 mmol) and (4-Mercapto-2-methyl-phenoxy)-acetic acid ethyl ester (1.1 g; 4.9 mmol) was condensed to give the title product applying the procedure described for {4-[3-Bromo-5-cyclopentylmethoxyphenylsulfanyl)-2-methyl-phenoxy]-acetic acid ethyl ester. The crude product was purified by flash chromatography (heptane→ethyl acetate:heptane 2:9). Yield 1.4 g (53%). HPLC-MS: m/z: 544.3 (M+2); Rt: 2.80 min.